Dataset: the Open Reaction Database (ORD), a public repository of structured organic reaction records. Task: describe an organic reaction: reactants, conditions, products, and yield The reactants are C(C)(C)(C)OC(CC1=CC(=CC=C1)[N+](=O)[O-])=O (3-nitrophenylacetic acid t-butyl ester), BrCCCBr (1,3-dibromopropane). The product is 1b, [N+](=O)([O-])C=1C=C(C=CC1)C1(CCC1)C(=O)O (1-(3-nitrophenyl)cyclobutanecarboxylic acid). Reaction SMILES: C([O:5][C:6](=[O:17])[CH2:7][C:8]1[CH:13]=[CH:12][CH:11]=[C:10]([N+:14]([O-:16])=[O:15])[CH:9]=1)(C)(C)C.Br[CH2:19][CH2:20][CH2:21]Br>>[N+:14]([C:10]1[CH:9]=[C:8]([C:7]2([C:6]([OH:5])=[O:17])[CH2:21][CH2:20][CH2:19]2)[CH:13]=[CH:12][CH:11]=1)([O-:16])=[O:15]. Procedure details: Using 3-nitrophenylacetic acid t-butyl ester as a starting material and also using 1,3-dibromopropane (1 eq.) as a reagent, the same procedures of Examples 1a and 1b gave 1-(3-nitrophenyl)cyclobutanecarboxylic acid. Starting materials: COC1(CCC(NC1)C(=O)OC)OC (methyl 5,5-dimethoxypiperidine-2-carboxylate), FC=1C=C(C=CC1)C1=C(N=C(S1)C)C(=O)O (5-(3-fluorophenyl)-2-methylthiazole-4-carboxylic acid). Product: FC=1C=C(C=CC1)C1=C(N=C(S1)C)C(=O)N1C(CCC(C1)(OC)OC)C(=O)OC (Methyl 1-(5-(3-fluorophenyl)-2-methylthiazole-4-carbonyl)-5,5-dimethoxypiperidine-2-carboxylate). RXN SMILES: [CH3:1][O:2][C:3]1([O:13][CH3:14])[CH2:8][NH:7][CH:6]([C:9]([O:11][CH3:12])=[O:10])[CH2:5][CH2:4]1.[F:15][C:16]1[CH:17]=[C:18]([C:22]2[S:26][C:25]([CH3:27])=[N:24][C:23]=2[C:28](O)=[O:29])[CH:19]=[CH:20][CH:21]=1>>[F:15][C:16]1[CH:17]=[C:18]([C:22]2[S:26][C:25]([CH3:27])=[N:24][C:23]=2[C:28]([N:7]2[CH2:8][C:3]([O:13][CH3:14])([O:2][CH3:1])[CH2:4][CH2:5][CH:6]2[C:9]([O:11][CH3:12])=[O:10])=[O:29])[CH:19]=[CH:20][CH:21]=1. Procedure details: Methyl 1-(5-(3-fluorophenyl)-2-methylthiazole-4-carbonyl)-5,5-dimethoxypiperidine-2-carboxylate was prepared according to general procedure A using product methyl 5,5-dimethoxypiperidine-2-carboxylate and 5-(3-fluorophenyl)-2-methylthiazole-4-carboxylic acid.